Dataset: the Open Reaction Database (ORD), a public repository of structured organic reaction records. Task: describe an organic reaction: reactants, conditions, products, and yield The reactants are C(C)(=O)O (acetic acid), O (water), [H][H] (hydrogen), CC(C1=CC=CC=C1)(C)NC(CCNC(=O)OCC1=CC=CC=C1)=O (N-(α,α-dimethylbenzyl)-3-(benzyloxycarbonylamino)propionamide). The reagents and catalysts are [Pd] (palladium-on-carbon). Run in CO (methanol). Product: CC(C1=CC=CC=C1)(C)NC(CCN)=O (N-(α,α-dimethylbenzyl)-3-aminopropionamide). Isolated yield 84.2%. Reaction SMILES: [CH3:1][C:2]([NH:10][C:11](=[O:25])[CH2:12][CH2:13][NH:14]C(OCC1C=CC=CC=1)=O)([CH3:9])[C:3]1[CH:8]=[CH:7][CH:6]=[CH:5][CH:4]=1.C(O)(=O)C.O.[H][H]>CO.[Pd]>[CH3:9][C:2]([NH:10][C:11](=[O:25])[CH2:12][CH2:13][NH2:14])([CH3:1])[C:3]1[CH:8]=[CH:7][CH:6]=[CH:5][CH:4]=1. Procedure details: 1.5 g of palladium-on-carbon were suspended in a solution of 4.51 g of N-(α,α-dimethylbenzyl)-3-(benzyloxycarbonylamino)propionamide (prepared as described in Preparation 2) in 110 ml of an 8:2:1 by volume mixture in methanol, acetic acid and water, and then hydrogen was passed through the solution for 4 hours at room temperature under normal atmospheric pressure. Undissolved materials were filtered off, the pH was adjusted to a value of 10 by the addition of a 10% w/v aqueous solution of sodium... Starting materials: CC(=O)O[BH-](OC(C)=O)OC(C)=O, CN1CCNCC1, CC(=O)O, CCc1nc2c(cnn2CC)c(NC2CCOCC2)c1CNC(=O)c1cccc(C(=O)NCc2ccc(Cl)c(-c3cccc(C=O)c3)c2)n1, ClCCl, [Na+]. Product: CCc1nc2c(cnn2CC)c(NC2CCOCC2)c1CNC(=O)c1cccc(C(=O)NCc2ccc(Cl)c(-c3cccc(CN4CCN(C)CC4)c3)c2)n1. RXN SMILES: [C:57]([O:58][BH-:59]([O:60][C:61](=[O:62])[CH3:63])[O:64][C:65](=[O:66])[CH3:67])(=[O:68])[CH3:69].[CH3:50][N:51]1[CH2:52][CH2:53][NH:54][CH2:55][CH2:56]1.[CH3:71][C:72](=[O:73])[OH:74].[Cl:1][c:2]1[cH:3][cH:4][c:5]([CH2:16][NH:17][C:18](=[O:19])[c:20]2[n:21][c:22]([C:26](=[O:27])[NH:28][CH2:29][c:30]3[c:31]([NH:43][CH:44]4[CH2:45][CH2:46][O:47][CH2:48][CH2:49]4)[c:32]4[c:33]([n:34][c:35]3[CH2:36][CH3:37])[n:38]([CH2:41][CH3:42])[n:39][cH:40]4)[cH:23][cH:24][cH:25]2)[cH:6][c:7]1-[c:8]1[cH:9][c:10]([CH:14]=[O:15])[cH:11][cH:12][cH:13]1.[Cl:75][CH2:76][Cl:77].[Na+:70]>>[Cl:1][c:2]1[cH:3][cH:4][c:5]([CH2:16][NH:17][C:18](=[O:19])[c:20]2[n:21][c:22]([C:26](=[O:27])[NH:28][CH2:29][c:30]3[c:31]([NH:43][CH:44]4[CH2:45][CH2:46][O:47][CH2:48][CH2:49]4)[c:32]4[c:33]([n:34][c:35]3[CH2:36][CH3:37])[n:38]([CH2:41][CH3:42])[n:39][cH:40]4)[cH:23][cH:24][cH:25]2)[cH:6][c:7]1-[c:8]1[cH:9][c:10]([CH2:14][N:54]2[CH2:53][CH2:52][N:51]([CH3:50])[CH2:56][CH2:55]2)[cH:11][cH:12][cH:13]1. Starting materials: N(C1=CC=CC=C1)C1=C(C=C(C=C1)C(C(F)(F)F)(C(F)(F)F)C1=CC(=C(C=C1)NC1=CC=CC=C1)[N+](=O)[O-])[N+](=O)[O-] (2,2-bis-(4-anilino-3-nitrophenyl)-hexafluoropropane), [H][H] (hydrogen), chromium nickel steel. Reagents/catalysts: [Pd] (Pd). The solvent is C(C)O (ethanol). Yields the product NC=1C=C(C=CC1NC1=CC=CC=C1)C(C(F)(F)F)(C(F)(F)F)C1=CC(=C(C=C1)NC1=CC=CC=C1)N (2,2-bis-(3-amino-4-anilinophenyl) -hexafluoropropane). Isolated yield 49.0%. As a reaction SMILES: [NH:1]([C:8]1[CH:13]=[CH:12][C:11]([C:14]([C:23]2[CH:28]=[CH:27][C:26]([NH:29][C:30]3[CH:35]=[CH:34][CH:33]=[CH:32][CH:31]=3)=[C:25]([N+:36]([O-])=O)[CH:24]=2)([C:19]([F:22])([F:21])[F:20])[C:15]([F:18])([F:17])[F:16])=[CH:10][C:9]=1[N+:39]([O-])=O)[C:2]1[CH:7]=[CH:6][CH:5]=[CH:4][CH:3]=1.[H][H]>C(O)C.[Pd]>[NH2:36][C:25]1[CH:24]=[C:23]([C:14]([C:11]2[CH:12]=[CH:13][C:8]([NH:1][C:2]3[CH:7]=[CH:6][CH:5]=[CH:4][CH:3]=3)=[C:9]([NH2:39])[CH:10]=2)([C:19]([F:20])([F:21])[F:22])[C:15]([F:17])([F:18])[F:16])[CH:28]=[CH:27][C:26]=1[NH:29][C:30]1[CH:35]=[CH:34][CH:33]=[CH:32][CH:31]=1. Procedure details: 34.6 g (0.06 mol) of 2,2-bis-(4-anilino-3-nitrophenyl)-hexafluoropropane in 220 ml of ethanol are reduced with hydrogen under the catalytic action of 2 g of Pd-on-C (5% by weight in active charcoal) in a 500 ml chromium nickel steel autoclave. The crude product (30.7 g - pure according to H-NMR) is filtered off and recrystallized twice to give 15.1 g of analytically pure 2,2-bis-(3-amino-4-anilinophenyl) -hexafluoropropane (49% yield). The melting point is 177-178° C., and differs from the melti... Reactants: O=C(c1c[nH]c2cc(Cl)ccc12)N1CCC2(CC1)OCc1ccccc12, O=C(Cl)N1CCCCC1. The product is O=C(c1cn(C(=O)N2CCCCC2)c2cc(Cl)ccc12)N1CCC2(CC1)OCc1ccccc12. Reaction SMILES: [Cl:1][c:2]1[cH:3][cH:4][c:5]2[c:6]([C:11](=[O:12])[N:13]3[CH2:14][CH2:15][C:16]4([O:17][CH2:18][c:19]5[c:20]4[cH:21][cH:22][cH:23][cH:24]5)[CH2:25][CH2:26]3)[cH:7][nH:8][c:9]2[cH:10]1.[N:27]1([C:33](=[O:34])[Cl:35])[CH2:28][CH2:29][CH2:30][CH2:31][CH2:32]1>>[Cl:1][c:2]1[cH:3][cH:4][c:5]2[c:6]([C:11](=[O:12])[N:13]3[CH2:14][CH2:15][C:16]4([O:17][CH2:18][c:19]5[c:20]4[cH:21][cH:22][cH:23][cH:24]5)[CH2:25][CH2:26]3)[cH:7][n:8]([C:33]([N:27]3[CH2:28][CH2:29][CH2:30][CH2:31][CH2:32]3)=[O:34])[c:9]2[cH:10]1. The reactants are C(C)OC1=C(C(=O)OCC)C=CC(=C1)CC(=O)NC(=CC(C)C)C1=C(C=CC=C1)N1CCCCC1 (ethyl 2-ethoxy-4-[N-{1-(2-piperidino-phenyl)-3-methyl-1-buten-1-yl}-aminocarbonylmethyl]-benzoate), (2-piperidino-phenyl)-isobutyl-ketimine, C(C)OC=1C(C(C=CC1OCC)O)=C=O.C(C)(=O)O (3-ethoxy-4-ethoxy-carbonyl-phenol acetic acid). Yields the product C(C)OC1=C(C(=O)OCC)C=CC(=C1)CC(=O)NC(CC(C)C)C1=C(C=CC=C1)N1CCCCC1 (Ethyl 2-ethoxy-4-[N-{1-(2-piperidino-phenyl)-3-methyl-1-butyl}-aminocarbonylmethyl]-benzoate). As a reaction SMILES: [CH2:1]([O:3][C:4]1[CH:14]=[C:13]([CH2:15][C:16]([NH:18][C:19]([C:24]2[CH:29]=[CH:28][CH:27]=[CH:26][C:25]=2[N:30]2[CH2:35][CH2:34][CH2:33][CH2:32][CH2:31]2)=[CH:20][CH:21]([CH3:23])[CH3:22])=[O:17])[CH:12]=[CH:11][C:5]=1[C:6]([O:8][CH2:9][CH3:10])=[O:7])[CH3:2].C(OC1C(=C=O)C(O)C=CC=1OCC)C.C(O)(=O)C>>[CH2:1]([O:3][C:4]1[CH:14]=[C:13]([CH2:15][C:16]([NH:18][CH:19]([C:24]2[CH:29]=[CH:28][CH:27]=[CH:26][C:25]=2[N:30]2[CH2:35][CH2:34][CH2:33][CH2:32][CH2:31]2)[CH2:20][CH:21]([CH3:22])[CH3:23])=[O:17])[CH:12]=[CH:11][C:5]=1[C:6]([O:8][CH2:9][CH3:10])=[O:7])[CH3:2] |f:1.2|. Reported procedure: Prepared from ethyl 2-ethoxy-4-[N-{1-(2-piperidino-phenyl)-3-methyl-1-buten-1-yl}-aminocarbonylmethyl]-benzoate, melting point 125°-126° C., which in turn was prepared from (2-piperidino-phenyl)-isobutyl-ketimine and 3-ethoxy-4-ethoxy-carbonyl-phenol-acetic acid analogous to Example 1. The reactants are BrC=1C=C2[C@H]3[C@@H](N4C2=C(C1)CC4)CCN(C3)C(=O)OC(C)(C)C (tert-butyl (6aS,10aR)-2-bromo-4,5,7,8,10,10a-hexahydropyrido[4,3-b]pyrrolo[3,2,1-hi]indole-9(6aH) carboxylate), C(C)(C)C1=C(C=CC(=C1)OC)B(O)O (2-isopropyl-4-methoxyphenyl boronic acid). Product: C(C)(C)C1=C(C=CC(=C1)OC)C=1C=C2[C@H]3[C@@H](N4C2=C(C1)CC4)CCN(C3)C(=O)OC(C)(C)C (tert-butyl (6aS,10aR)-2-(2-isopropyl-4-methoxyphenyl)-4,5,7,8,10,10a-hexahydropyrido[4,3-b]pyrrolo[3,2,1-hi]indole-9(6aH)-carboxylate). RXN SMILES: Br[C:2]1[CH:3]=[C:4]2[C:8]3=[C:9]([CH2:11][CH2:12][N:7]3[C@H:6]3[CH2:13][CH2:14][N:15]([C:17]([O:19][C:20]([CH3:23])([CH3:22])[CH3:21])=[O:18])[CH2:16][C@@H:5]23)[CH:10]=1.[CH:24]([C:27]1[CH:32]=[C:31]([O:33][CH3:34])[CH:30]=[CH:29][C:28]=1B(O)O)([CH3:26])[CH3:25]>>[CH:24]([C:27]1[CH:32]=[C:31]([O:33][CH3:34])[CH:30]=[CH:29][C:28]=1[C:2]1[CH:3]=[C:4]2[C:8]3=[C:9]([CH2:11][CH2:12][N:7]3[C@H:6]3[CH2:13][CH2:14][N:15]([C:17]([O:19][C:20]([CH3:21])([CH3:23])[CH3:22])=[O:18])[CH2:16][C@@H:5]23)[CH:10]=1)([CH3:26])[CH3:25]. Procedure: The title compound was prepared by the method of Example 89 step C from tert-butyl (6aS,10aR)-2-bromo-4,5,7,8,10,10a-hexahydropyrido[4,3-b]pyrrolo[3,2,1-hi]indole-9(6aH) carboxylate (189 mg, 0.5 mmol) and corresponding 2-isopropyl-4-methoxyphenyl boronic acid (178 mg, 1.0 mmol) to afford after chromatographic purification the title compound (152 mg, 68%). 1H NMR (CDCl3, 300 MHz) δ7.09 (d, 1H, J=8.4 Hz), 6.88 (d, 1H, J=2.5 Hz), 6.83 (s, 1H), 6.78 (s, 1H), 6.72 (dd, 1H, J=8.4, 2.9 Hz), 3.80-4.20 (... The reactants are N(=NC(=O)OCC)C(=O)OCC (diethyl azodicarboxylate), FC1=C(C=CC(=C1)NS(=O)(=O)C1=C(C=CC=C1)[N+](=O)[O-])CCC(=O)OCC (ethyl 3-(2-fluoro-4-{[(2-nitrophenyl)sulfonyl]amino}phenyl)propanoate), C1(=CC=CC=C1)C=1N=C(SC1)CC(CCC)C1=CC=C(C=C1)CO ((4-{1-[(4-phenyl-1,3-thiazol-2-yl)methyl]butyl}phenyl)methanol), C1(=CC=CC=C1)P(C1=CC=CC=C1)C1=CC=CC=C1 (triphenylphosphine). Solvent: O1CCCC1 (tetrahydrofuran). Run at time 16 hour. Product: FC1=C(C=CC(=C1)N(CC1=CC=C(C=C1)C(CCC)CC=1SC=C(N1)C1=CC=CC=C1)S(=O)(=O)C1=C(C=CC=C1)[N+](=O)[O-])CCC(=O)OCC (ethyl 3-{2-fluoro-4-[[(2-nitrophenyl)sulfonyl](4-{1-[(4-phenyl-1,3-thiazol-2-yl)methyl]butyl}benzyl)amino]phenyl}propanoate). As a reaction SMILES: [F:1][C:2]1[CH:7]=[C:6]([NH:8][S:9]([C:12]2[CH:17]=[CH:16][CH:15]=[CH:14][C:13]=2[N+:18]([O-:20])=[O:19])(=[O:11])=[O:10])[CH:5]=[CH:4][C:3]=1[CH2:21][CH2:22][C:23]([O:25][CH2:26][CH3:27])=[O:24].[C:28]1([C:34]2[N:35]=[C:36]([CH2:39][CH:40]([C:44]3[CH:49]=[CH:48][C:47]([CH2:50]O)=[CH:46][CH:45]=3)[CH2:41][CH2:42][CH3:43])[S:37][CH:38]=2)[CH:33]=[CH:32][CH:31]=[CH:30][CH:29]=1.C1(P(C2C=CC=CC=2)C2C=CC=CC=2)C=CC=CC=1.N(C(OCC)=O)=NC(OCC)=O>O1CCCC1>[F:1][C:2]1[CH:7]=[C:6]([N:8]([S:9]([C:12]2[CH:17]=[CH:16][CH:15]=[CH:14][C:13]=2[N+:18]([O-:20])=[O:19])(=[O:10])=[O:11])[CH2:50][C:47]2[CH:48]=[CH:49][C:44]([CH:40]([CH2:39][C:36]3[S:37][CH:38]=[C:34]([C:28]4[CH:33]=[CH:32][CH:31]=[CH:30][CH:29]=4)[N:35]=3)[CH2:41][CH2:42][CH3:43])=[CH:45][CH:46]=2)[CH:5]=[CH:4][C:3]=1[CH2:21][CH2:22][C:23]([O:25][CH2:26][CH3:27])=[O:24]. Procedure: A solution of ethyl 3-(2-fluoro-4-{[(2-nitrophenyl)sulfonyl]amino}phenyl)propanoate (0.686 g, 1.73 mmol), (4-{1-[(4-phenyl-1,3-thiazol-2-yl)methyl]butyl}phenyl)methanol (0.389 g, 1.15 mmol) and triphenylphosphine (0.603 g, 2.30 mmol) in tetrahydrofuran (15 mL) was stirred under ice-cooling, and diethyl azodicarboxylate (40% toluene solution, 1.05 mL, 2.3 mmol) was added. The mixture was allowed to warm to room temperature and stirred for 16 hr. The reaction mixture was concentrated under reduced...